This data is from the Open Reaction Database (ORD), a public repository of structured organic reaction records. The task is: describe an organic reaction: reactants, conditions, products, and yield Reactants: COC(=O)C1=NNC2=CC=CC=C12 (1H-Indazole-3-carboxylic acid methyl ester), C(=O)(OCC1C2=CC=CC=C2C2=CC=CC=C12)N=C=S (Fmoc isothiocyanate), C(C)NCC (diethyl amine). The product is COC(=O)C1=NN(C2=CC=CC=C12)C(N)=S (1-Thiocarbamoyl-1H-indazole-3-carboxylic acid methyl ester). Reaction SMILES: [CH3:1][O:2][C:3]([C:5]1[C:13]2[C:8](=[CH:9][CH:10]=[CH:11][CH:12]=2)[NH:7][N:6]=1)=[O:4].C([N:31]=[C:32]=[S:33])(OCC1C2C(=CC=CC=2)C2C1=CC=CC=2)=O.C(NCC)C>>[CH3:1][O:2][C:3]([C:5]1[C:13]2[C:8](=[CH:9][CH:10]=[CH:11][CH:12]=2)[N:7]([C:32](=[S:33])[NH2:31])[N:6]=1)=[O:4]. Procedure: 1-Thiocarbamoyl-1H-indazole-3-carboxylic acid methyl ester was prepared (113 mg) following general procedure D using 1H-Indazole-3-carboxylic acid methyl ester (120 mg, 0.69 mmol), Fmoc isothiocyanate (213 mg, 0.76 mmol), and diethyl amine (0.5 mL). LCMS m/z: 236 (M+1)+. Starting materials: C1(CC1)C1=NC(=C(C=O)C=C1)OC (6-Cyclopropyl-2-methoxynicotinaldehyde), [N+](=O)([O-])C (nitromethane), Cl.CN (methylamine hydrochloride), C(C)(=O)[O-].[Na+] (sodium acetate). Reaction conditions: time 4 hour. The product is C1(CC1)C1=CC=C(C(=N1)OC)\C=C\[N+](=O)[O-] ((E)-6-cyclopropyl-2-methoxy-3-(2-nitrovinyl)pyridine). The yield is 89.8%. As a reaction SMILES: [CH:1]1([C:4]2[CH:11]=[CH:10][C:7]([CH:8]=O)=[C:6]([O:12][CH3:13])[N:5]=2)[CH2:3][CH2:2]1.[N+:14]([CH3:17])([O-:16])=[O:15].Cl.CN.C([O-])(=O)C.[Na+]>>[CH:1]1([C:4]2[N:5]=[C:6]([O:12][CH3:13])[C:7](/[CH:8]=[CH:17]/[N+:14]([O-:16])=[O:15])=[CH:10][CH:11]=2)[CH2:3][CH2:2]1 |f:2.3,4.5|. Procedure details: 6-Cyclopropyl-2-methoxynicotinaldehyde (121 mg, 0.683 mmol) was diluted with nitromethane (259 μL, 4.78 mmol) followed by the addition of methylamine hydrochloride (27.7 mg, 0.410 mmol) and sodium acetate (33.6 mg, 0.410 mmol). After stirring for 4 hours, the reaction was loaded directly onto a silica gel column and eluted with 5% ethyl acetate/hexanes to 50% ethyl acetate hexanes to yield (E)-6-cyclopropyl-2-methoxy-3-(2-nitrovinyl)pyridine (135 mg, 0.613 mmol, 89.8% yield). Starting materials: C1(=CC=CC=C1)[C@@]1(N(C(N(C1=O)[C@H](C(=O)[O-])CC(C)C)=O)CC1=CC=CC=C1)C ((S)-2-((S)-4-Phenyl-3-benzyl-4-methyl-2,5-dioxoimidazolidin-1-yl)-2-(2-methylpropyl)acetate), N[C@@H](CC(=O)OC(C)(C)C)C1=CC2=C(C=C1)OCO2 (tert-butyl (S)-3-amino-3-(3,4-methylenedioxyphenyl)propionate). Product: C1(=CC=CC=C1)[C@@]1(N(C(N(C1=O)[C@H](C(=O)N[C@@H](CC(=O)O)C1=CC2=C(C=C1)OCO2)CC(C)C)=O)CC2=CC=CC=C2)C ((S)-3-((S)-2-((S)-4-Phenyl-3-benzyl-4-methyl-2,5-dioxoimidazolidin-1-yl)-2-(2-methylpropyl)acetylamino)-3-(3,4-methylenedioxyphenyl)propionic acid). RXN SMILES: [C:1]1([C@@:7]2([CH3:29])[C:11](=[O:12])[N:10]([C@@H:13]([CH2:17][CH:18]([CH3:20])[CH3:19])[C:14]([O-])=[O:15])[C:9](=[O:21])[N:8]2[CH2:22][C:23]2[CH:28]=[CH:27][CH:26]=[CH:25][CH:24]=2)[CH:6]=[CH:5][CH:4]=[CH:3][CH:2]=1.[NH2:30][C@H:31]([C:40]1[CH:45]=[CH:44][C:43]2[O:46][CH2:47][O:48][C:42]=2[CH:41]=1)[CH2:32][C:33]([O:35]C(C)(C)C)=[O:34]>>[C:1]1([C@@:7]2([CH3:29])[C:11](=[O:12])[N:10]([C@@H:13]([CH2:17][CH:18]([CH3:20])[CH3:19])[C:14]([NH:30][C@H:31]([C:40]3[CH:45]=[CH:44][C:43]4[O:46][CH2:47][O:48][C:42]=4[CH:41]=3)[CH2:32][C:33]([OH:35])=[O:34])=[O:15])[C:9](=[O:21])[N:8]2[CH2:22][C:23]2[CH:24]=[CH:25][CH:26]=[CH:27][CH:28]=2)[CH:2]=[CH:3][CH:4]=[CH:5][CH:6]=1. Reported procedure: The compound was prepared analogously to Example 1 by reaction of 169.5 with tert-butyl (S)-3-amino-3-(3,4-methylenedioxyphenyl)propionate (prepared analogously to S. G. Davis et al., Tetrahedron Asymmetry 1991, 2, 183), cleavage of the tert-butyl ester with trifluoroacetic acid as described in Example 1, and subsequent purification of the crude product by means of preparative HPLC (RP18: eluent: acetonitrile/water=50/120). ES(+)-MS: 586.4 (M+H)+ Starting materials: O=C(O)c1ccc(Br)cc1F, CCOC(C)=O, C[Si](C)(C)C=[N+]=[N-], CO. Yields the product COC(=O)c1ccc(Br)cc1F. RXN SMILES: [Br:1][c:2]1[cH:3][c:4]([F:11])[c:5]([C:6](=[O:7])[OH:8])[cH:9][cH:10]1.[CH3:12][CH2:13][O:14][C:15](=[O:16])[CH3:17].[CH3:18][Si:19]([CH:20]=[N+:21]=[N-:22])([CH3:23])[CH3:24].[CH3:25][OH:26]>>[Br:1][c:2]1[cH:3][c:4]([F:11])[c:5]([C:6](=[O:7])[O:8][CH3:12])[cH:9][cH:10]1. The reactants are C(C)(C)(C)NS(=O)(=O)C1=C(C=CC=C1)C1=CC=C(C=C1)NC(\C=C(/C)\C1=CC(=CC=C1)C#N)=O ((2E)-N-[4-(2-{[(tert-butyl)amino]sulfonyl}phenyl)phenyl]-3-(3-cyanophenyl)but-2-enamide), C(C)(=O)[O-].[NH4+] (ammonium acetate). Solvent: CO (methanol), CO (methanol). Conditions: time 8 hour. Yields the product C/C(=C\C(NC1=CC=C(C=C1)C1=C(C=CC=C1)S(N)(=O)=O)=O)/C=1C=C(C=CC1)C(=N)N (3-((1E)-1-methyl-2-{N-[4-(2-sulfamoylphenyl)phenyl]carbamoyl}vinyl)benzene-carboxamidine). Isolated yield 18.2%. As a reaction SMILES: C([NH:5][S:6]([C:9]1[CH:14]=[CH:13][CH:12]=[CH:11][C:10]=1[C:15]1[CH:20]=[CH:19][C:18]([NH:21][C:22](=[O:34])/[CH:23]=[C:24](/[C:26]2[CH:31]=[CH:30][CH:29]=[C:28]([C:32]#[N:33])[CH:27]=2)\[CH3:25])=[CH:17][CH:16]=1)(=[O:8])=[O:7])(C)(C)C.C([O-])(=O)C.[NH4+:39]>CO>[CH3:25]/[C:24](/[C:26]1[CH:27]=[C:28]([C:32]([NH2:33])=[NH:39])[CH:29]=[CH:30][CH:31]=1)=[CH:23]\[C:22](=[O:34])[NH:21][C:18]1[CH:17]=[CH:16][C:15]([C:10]2[CH:11]=[CH:12][CH:13]=[CH:14][C:9]=2[S:6](=[O:8])(=[O:7])[NH2:5])=[CH:20][CH:19]=1 |f:1.2|. Procedure details: To a solution of (2E)-N-[4-(2-{[(tert-butyl)amino]sulfonyl}phenyl)phenyl]-3-(3-cyanophenyl)but-2-enamide (90 mg, 0.19 mmol) in 5 ml anhydrous methanol cooled in an ice bath was bubbled HCl gas until saturation was achieved. Reaction was allowed to warm to room temperature and stirred overnight. The reaction was then concentrated in vacuo and dried under hi vacuum. The dried residue was dissolved in 5 ml anhydrous methanol to which ammonium acetate (77 mg, 1 mmol) was added and the reaction heate... Procedure details: A solution of 7-(4-methylthiazol-2-yl)-3-{6-[1-trimethylsilyloxy-1-cyclopentyl]pyridin-2-ylmethyl}-3H-[1,2,3]triazolo[4,5-d]pyrimidin-5-ylamine (0.105 g, 0.22 mmol) in THF (6 mL) was treated with tetrabutylammonium fluoride (1.0 M in THF, 0.33 mL, 0.33 mmol), refluxed for 90 min, cooled, concentrated in vacuo and partitioned between water and EtOAc. The aqueous phase was extracted with EtOAc and the combined organic phase dried (MgSO4), concentrated in vacuo, triturated with EtOAc and the result... Reaction SMILES: [CH3:1][C:2]1[N:3]=[C:4]([C:7]2[C:8]3[N:16]=[N:15][N:14]([CH2:17][C:18]4[CH:23]=[CH:22][CH:21]=[C:20]([C:24]5([O:29][Si](C)(C)C)[CH2:28][CH2:27][CH2:26][CH2:25]5)[N:19]=4)[C:9]=3[N:10]=[C:11]([NH2:13])[N:12]=2)[S:5][CH:6]=1.[F-].C([N+](CCCC)(CCCC)CCCC)CCC>C1COCC1>[CH3:1][C:2]1[N:3]=[C:4]([C:7]2[C:8]3[N:16]=[N:15][N:14]([CH2:17][C:18]4[CH:23]=[CH:22][CH:21]=[C:20]([C:24]5([OH:29])[CH2:25][CH2:26][CH2:27][CH2:28]5)[N:19]=4)[C:9]=3[N:10]=[C:11]([NH2:13])[N:12]=2)[S:5][CH:6]=1 |f:1.2|. Isolated yield 23.4%. Reactants: CC=1N=C(SC1)C=1C2=C(N=C(N1)N)N(N=N2)CC2=NC(=CC=C2)C2(CCCC2)O[Si](C)(C)C (7-(4-methylthiazol-2-yl)-3-{6-[1-trimethylsilyloxy-1-cyclopentyl]pyridin-2-ylmethyl}-3H-[1,2,3]triazolo[4,5-d]pyrimidin-5-ylamine), [F-].C(CCC)[N+](CCCC)(CCCC)CCCC (tetrabutylammonium fluoride). The solvent is C1CCOC1 (THF). Product: CC=1N=C(SC1)C=1C2=C(N=C(N1)N)N(N=N2)CC2=NC(=CC=C2)C2(CCCC2)O (7-(4-Methylthiazol-2-yl)-3-{6-[1-hydroxy-1-cyclopentyl]pyridin-2-ylmethyl}-3H-[1,2,3]triazolo[4,5-d]pyrimidin-5-ylamine). Starting materials: C(C)(C)C1SC2=C(NC(C1NC(C(F)(F)F)=O)=O)C=CC=C2 (2-isopropyl 3-trifluoroacetamido-2,3-dihydro-1,5-benzothiazepin-4(5H)-one), aqueous solution, [OH-].[Na+] (sodium hydroxide), ice water. Solvent: CO (methanol). Product: NC1C(SC2=C(NC1=O)C=CC=C2)C(C)C (3-amino-2-isopropyl-2,3-dihydro-1,5-benzothiazepin-4(5H)-one). The yield is 80.2%. As a reaction SMILES: [CH:1]([CH:4]1[CH:10]([NH:11]C(=O)C(F)(F)F)[C:9](=[O:18])[NH:8][C:7]2[CH:19]=[CH:20][CH:21]=[CH:22][C:6]=2[S:5]1)([CH3:3])[CH3:2].[OH-].[Na+]>CO>[NH2:11][CH:10]1[C:9](=[O:18])[NH:8][C:7]2[CH:19]=[CH:20][CH:21]=[CH:22][C:6]=2[S:5][CH:4]1[CH:1]([CH3:3])[CH3:2] |f:1.2|. Procedure details: In 200 ml of methanol is dissolved 10 g of 2-isopropyl 3-trifluoroacetamido-2,3-dihydro-1,5-benzothiazepin-4(5H)-one, whereto 75 ml of a 4 N aqueous solution of sodium hydroxide is added at room temperature. The reaction mixture is poured into ice water 2.5 hours later, and the precipitated organic substance is extracted with chloroform. The chloroform layer is washed with water and dried over magnesium sulfate. Thereafter, the solvent is distilled off under reduced pressure. Isopropyl ether is ... The reactants are NC1=C(C=CC(=C1)C1CCCCC1)S(=O)(=O)N (2-amino-4-cyclohexylbenzenesulfonamide), C(=O)(Cl)Cl (phosgene), C(C)(C)N=C=S (isopropyl isothiocyanate), NC1=C(C=CC(=C1)C1CCCCC1)S(=O)(=O)NC(=S)NC(C)C (N-(2-amino-4-cyclohexylbenzenesulfonyl)-N′-isopropylthiourea). Product: C1(CCCCC1)C=1C=CC2=C(NC(=NS2(=O)=O)NC(C)C)C1 (6-Cyclohexyl-3-isopropylamino-4H-1,2,4-benzothiadiazine 1,1-dioxide). RXN SMILES: NC1C=C(C2CCCCC2)C=CC=1S(N)(=O)=O.C(N=C=S)(C)C.[NH2:24][C:25]1[CH:30]=[C:29]([CH:31]2[CH2:36][CH2:35][CH2:34][CH2:33][CH2:32]2)[CH:28]=[CH:27][C:26]=1[S:37]([NH:40][C:41]([NH:43][CH:44]([CH3:46])[CH3:45])=S)(=[O:39])=[O:38].C(Cl)(Cl)=O>>[CH:31]1([C:29]2[CH:28]=[CH:27][C:26]3[S:37](=[O:39])(=[O:38])[N:40]=[C:41]([NH:43][CH:44]([CH3:46])[CH3:45])[NH:24][C:25]=3[CH:30]=2)[CH2:36][CH2:35][CH2:34][CH2:33][CH2:32]1. Procedure details: Starting from 2-amino-4-cyclohexylbenzenesulfonamide and isopropyl isothiocyanate, and following a procedure analogous to the one described in Example 4a, N-(2-amino-4-cyclohexylbenzenesulfonyl)-N′-isopropylthiourea was prepared; m.p. 131-133° C. Subsequent ring closure with phosgene by a procedure analogous to the one described in Example 4b gave the title compound; m.p. 264-266° C.